This data is from the Open Reaction Database (ORD), a public repository of structured organic reaction records. The task is: describe an organic reaction: reactants, conditions, products, and yield Starting materials: OCC=1C=CC=C2N=C3C(=NC12)N(C=1C=CC=CC13)C (4-hydroxymethyl-6-methylindolo[2,3-b]quinoxaline), S(=O)(Cl)Cl (thionyl chloride), ice water. Solvent: C(Cl)Cl (methylene chloride). Run at time 3 hour. Yields the product ClCC=1C=CC=C2N=C3C(=NC12)N(C=1C=CC=CC13)C (4-chloromethyl-6-methylindolo[2,3-b]quinoxaline). Yield: 102.5%. As a reaction SMILES: O[CH2:2][C:3]1[CH:4]=[CH:5][CH:6]=[C:7]2[C:12]=1[N:11]=[C:10]1[N:13]([CH3:20])[C:14]3[CH:15]=[CH:16][CH:17]=[CH:18][C:19]=3[C:9]1=[N:8]2.S(Cl)([Cl:23])=O>C(Cl)Cl>[Cl:23][CH2:2][C:3]1[CH:4]=[CH:5][CH:6]=[C:7]2[C:12]=1[N:11]=[C:10]1[N:13]([CH3:20])[C:14]3[CH:15]=[CH:16][CH:17]=[CH:18][C:19]=3[C:9]1=[N:8]2. Reported procedure: To a solution of 304 mg (1.16 mmol) of 4-hydroxymethyl-6-methylindolo[2,3-b]quinoxaline in 30 ml of methylene chloride was added 0.126 ml (1.73 mmol, 1.5 eq.) of thionyl chloride under ice-cooling, followed by stirring for 3 hours. The reaction solution was poured into 50 ml of ice water, and extracted with methylene chloride. The organic layer was washed 3 times with a saturated aqueous sodium hydrogen carbonate solution and dried over anhydrous sodium sulfate. Evaporation of the solvent gave 3...